Dataset: the Open Reaction Database (ORD), a public repository of structured organic reaction records. Task: describe an organic reaction: reactants, conditions, products, and yield Starting materials: C#Cc1ccc(-c2nsc3cc(OCCCCN(CC)CCO)ccc23)cc1, CCOC(C)=O. The product is CCc1ccc(-c2nsc3cc(OCCCCN(CC)CCO)ccc23)cc1. Reaction SMILES: [CH2:1]([CH3:2])[N:3]([CH2:4][CH2:5][OH:6])[CH2:7][CH2:8][CH2:9][CH2:10][O:11][c:12]1[cH:13][c:14]2[c:15]([c:16](-[c:19]3[cH:20][cH:21][c:22]([C:25]#[CH:26])[cH:23][cH:24]3)[n:17][s:18]2)[cH:27][cH:28]1.[CH3:29][CH2:30][O:31][C:32]([CH3:33])=[O:34]>>[CH2:1]([CH3:2])[N:3]([CH2:4][CH2:5][OH:6])[CH2:7][CH2:8][CH2:9][CH2:10][O:11][c:12]1[cH:13][c:14]2[c:15]([c:16](-[c:19]3[cH:20][cH:21][c:22]([CH2:25][CH3:26])[cH:23][cH:24]3)[n:17][s:18]2)[cH:27][cH:28]1.